This data is from the Open Reaction Database (ORD), a public repository of structured organic reaction records. The task is: describe an organic reaction: reactants, conditions, products, and yield Procedure: To a 0° C. solution of the product from Example 116 (365 mg, 0.938 mmol) in THF (10 mL) was added LiBH4 in THF (2M, 0.69 mL, 1.4 mmol). The mixture was stirred for 6 hours, quenched with water (10 mL), extracted with EtOAc (4×20 mL), dried (Na2SO4), filtered, and concentrated. The residue was purified by column chromatography (0-100% of 1/10 MeOH/EtOAc in hexanes) to afford the title compound. 1H NMR (300 MHz, DMSO-d6) δ 11.56 (s, 1H), 8.31 (dd, J=7.9, 1.4, 1H), 8.08 (d, J=8.1, 1H), 8.04-7.94 (m... The reactants are C(C)OC(CC1=NN(C(C2=CC=CC=C12)=O)NC(CC1=CC=C(C=C1)Cl)=O)=O (ethyl(3-{[(4-chlorophenyl)acetyl]amino}-4-oxo-3,4-dihydrophthalazin-1-yl)acetate), [Li+].[BH4-] (LiBH4). As a reaction SMILES: C([O:3][C:4](=O)[CH2:5][C:6]1[C:15]2[C:10](=[CH:11][CH:12]=[CH:13][CH:14]=2)[C:9](=[O:16])[N:8]([NH:17][C:18](=[O:27])[CH2:19][C:20]2[CH:25]=[CH:24][C:23]([Cl:26])=[CH:22][CH:21]=2)[N:7]=1)C.[Li+].[BH4-]>C1COCC1>[Cl:26][C:23]1[CH:22]=[CH:21][C:20]([CH2:19][C:18]([NH:17][N:8]2[N:7]=[C:6]([CH2:5][CH2:4][OH:3])[C:15]3[C:10](=[CH:11][CH:12]=[CH:13][CH:14]=3)[C:9]2=[O:16])=[O:27])=[CH:25][CH:24]=1 |f:1.2|. The solvent is C1CCOC1 (THF), C1CCOC1 (THF). Product: ClC1=CC=C(C=C1)CC(=O)NN1C(C2=CC=CC=C2C(=N1)CCO)=O (2-(4-chlorophenyl)-N-[4-(2-hydroxyethyl)-1-oxophthalazin-2(1H)-yl]acetamide). Conditions: time 6 hour. Starting materials: CCOC(=O)CBr, CC(C)(C)[O-], CN(C)C=O, [K+], [N-]=[N+]=NC1CCCCc2ccccc2NC1=O. Yields the product CCOC(=O)CN1C(=O)C(N=[N+]=[N-])CCCCc2ccccc21. Reaction SMILES: [Br:24][CH2:25][C:26](=[O:27])[O:28][CH2:29][CH3:30].[CH3:18][C:19]([CH3:20])([O-:21])[CH3:22].[CH3:31][N:32]([CH3:33])[CH:34]=[O:35].[K+:23].[N:1](=[N+:2]=[N-:3])[CH:4]1[C:5](=[O:17])[NH:6][c:7]2[c:8]([cH:13][cH:14][cH:15][cH:16]2)[CH2:9][CH2:10][CH2:11][CH2:12]1>>[N:1](=[N+:2]=[N-:3])[CH:4]1[C:5](=[O:17])[N:6]([CH2:25][C:26](=[O:27])[O:28][CH2:29][CH3:30])[c:7]2[c:8]([cH:13][cH:14][cH:15][cH:16]2)[CH2:9][CH2:10][CH2:11][CH2:12]1. Starting materials: ClCC(=O)\N=C(\C1=CC(=CC=C1)F)/OCC ((Z)-ethyl N-2-chloroacetyl-3-fluorobenzimidate), C1(=CC=CC=C1)NN (phenylhydrazine), solid. Yields the product ClCC1=NC(=NN1C1=CC=CC=C1)C1=CC(=CC=C1)F (5-(Chloromethyl)-3-(3-fluorophenyl)-1-phenyl-1H-1,2,4-triazole). As a reaction SMILES: [Cl:1][CH2:2][C:3](/[N:5]=[C:6](\OCC)/[C:7]1[CH:12]=[CH:11][CH:10]=[C:9]([F:13])[CH:8]=1)=O.[C:17]1([NH:23][NH2:24])[CH:22]=[CH:21][CH:20]=[CH:19][CH:18]=1>>[Cl:1][CH2:2][C:3]1[N:23]([C:17]2[CH:22]=[CH:21][CH:20]=[CH:19][CH:18]=2)[N:24]=[C:6]([C:7]2[CH:12]=[CH:11][CH:10]=[C:9]([F:13])[CH:8]=2)[N:5]=1. Procedure: The product was obtained starting from (Z)-ethyl N-2-chloroacetyl-3-fluorobenzimidate (535 mg, 1.98 mmol) and phenylhydrazine (270 mg, 246 μL, 2.37 mmol) according to the method described in example 57, step 2 as orange solid (448 mg, 1.56 mmol, 78.8%). Starting materials: C(C)(=O)OC[C@@H]1C=C[C@@H](O1)N1C=NC=2C(O)=NC=NC12 (5′-O-Acetyl-2′,3′-dideoxy-2′,3′-didehydroinosine). The solvent is CN (monomethyl amine). Run at temperature 30 celsius, time 4.5 hour. Yields the product [C@@H]1(C=C[C@@H](CO)O1)N1C=NC=2C(O)=NC=NC12 (2′,3′-dideoxy-2′,3′-didehydroinosine). Isolated yield 73.7%. RXN SMILES: C([O:4][CH2:5][C@H:6]1[O:10][C@@H:9]([N:11]2[C:20]3[N:19]=[CH:18][N:17]=[C:15]([OH:16])[C:14]=3[N:13]=[CH:12]2)[CH:8]=[CH:7]1)(=O)C>CN>[C@@H:9]1([N:11]2[C:20]3[N:19]=[CH:18][N:17]=[C:15]([OH:16])[C:14]=3[N:13]=[CH:12]2)[O:10][C@H:6]([CH2:5][OH:4])[CH:7]=[CH:8]1. Reported procedure: 5′-O-Acetyl-2′,3′-dideoxy-2′,3′-didehydroinosine (100 gm) is added to 25% monomethyl amine (360 ml) at 25-35° C. and stirred for 4-5 hours at 25-35° C. The mass is filtered on a celite bed, washed with methanol (50 ml) and the solvent is distilled off completely under reduced pressure at below 70° C. Methanol (25 ml) is added to the filtrate, the solvent is distilled off completely, and methanol (25 ml) is again added and co-distilled. To the mass, acetone (25 ml) is added, co-distilled, again c... Reactants: C(C1=CC=CC=C1)OC(CC(C(CBr)=O)C(F)(F)F)=O (Benzyl-5-bromo-4-oxo-3-trifluoromethyl-pentanoate), [N-]=[N+]=[N-].[Na+] (NaN3), CN(C)C=O (DMF). Solvent: CCOCC (ether). Yields the product N(=[N+]=[N-])CC(C(CC(=O)OCC1=CC=CC=C1)C(F)(F)F)=O (Benzyl 5-azido-4-oxo-3-trifluoromethyl-pentanoate). The yield is 81.2%. As a reaction SMILES: [CH2:1]([O:8][C:9](=[O:20])[CH2:10][CH:11]([C:16]([F:19])([F:18])[F:17])[C:12](=[O:15])[CH2:13]Br)[C:2]1[CH:7]=[CH:6][CH:5]=[CH:4][CH:3]=1.[N-:21]=[N+:22]=[N-:23].[Na+].CN(C=O)C>CCOCC>[N:21]([CH2:13][C:12](=[O:15])[CH:11]([C:16]([F:19])([F:18])[F:17])[CH2:10][C:9]([O:8][CH2:1][C:2]1[CH:7]=[CH:6][CH:5]=[CH:4][CH:3]=1)=[O:20])=[N+:22]=[N-:23] |f:1.2|. Procedure details: Stir a mixture of 290 mg (0.82 mmol) of the bromo-ketoester of Example 5, 91 mg (1.4 mmol) of NaN3, and 4 ml of dry DMF at 25° C. for 1 hour. Dilute the mixture with ether, wash several times with water and then brine, dry over MgSO4, and remove the solvent in vacuo to give 210 mg of the desired azide (VII, R=CF3, R1,R2 =H, R3 =C6H5CH2) as an oil. Reactants: CCO, ClCCl, [Cl-], Cl, O=C(O)CC(=O)CCl. Yields the product CCOC(=O)CC(=O)CCl. RXN SMILES: [CH2:11]([CH3:12])[OH:13].[CH2:14]([Cl:15])[Cl:16].[Cl-:2].[Cl:1].[Cl:3][CH2:4][C:5]([CH2:6][C:7](=[O:8])[OH:9])=[O:10]>>[Cl:3][CH2:4][C:5]([CH2:6][C:7]([O:8][CH2:11][CH3:12])=[O:9])=[O:10]. Starting materials: Cl, C1COCCO1, C1COCCO1, CC(C)(C)OC(=O)N(N)C1COCCOC1. The product is Cl, NNC1COCCOC1. RXN SMILES: [ClH:7].[O:1]1[CH2:2][CH2:3][O:4][CH2:5][CH2:6]1.[O:24]1[CH2:25][CH2:26][O:27][CH2:28][CH2:29]1.[O:8]1[CH2:9][CH2:10][O:11][CH2:12][CH:13]([N:15]([NH2:16])[C:17]([O:18][C:19]([CH3:20])([CH3:21])[CH3:22])=[O:23])[CH2:14]1>>[ClH:7].[O:8]1[CH2:9][CH2:10][O:11][CH2:12][CH:13]([NH:15][NH2:16])[CH2:14]1.